From a dataset of the Open Reaction Database (ORD), a public repository of structured organic reaction records. describe an organic reaction: reactants, conditions, products, and yield The reactants are COC(CC1=CC(=CC(=C1)C(F)(F)F)OCC1=CC=CC=C1)=O ((3-Benzyloxy-5-trifluoromethyl-phenyl)-acetic acid methyl ester). Reagents/catalysts: [Pd] (palladium on carbon). The solvent is CCO (EtOH). Reaction conditions: temperature 60 celsius, time 8 hour. The product is COC(CC1=CC(=CC(=C1)C(F)(F)F)O)=O ((3-Hydroxy-5-trifluoromethyl-phenyl)-acetic acid methyl ester). Reaction SMILES: [CH3:1][O:2][C:3](=[O:23])[CH2:4][C:5]1[CH:10]=[C:9]([C:11]([F:14])([F:13])[F:12])[CH:8]=[C:7]([O:15]CC2C=CC=CC=2)[CH:6]=1>CCO.[Pd]>[CH3:1][O:2][C:3](=[O:23])[CH2:4][C:5]1[CH:10]=[C:9]([C:11]([F:12])([F:14])[F:13])[CH:8]=[C:7]([OH:15])[CH:6]=1. Procedure: (3-Benzyloxy-5-trifluoromethyl-phenyl)-acetic acid methyl ester (4.8 mmol) in EtOH was treated with 10% palladium on carbon (10% by weight), and stirred under a balloon of H2 at 60° C. overnight. The mixture was filtered to remove the palladium, and then concentrated to give the title compound. Reaction SMILES: [CH3:1][N:2]([CH3:7])[CH2:3][CH2:4][CH2:5][NH2:6].[OH:8][CH:9]1[C:17]2[C:12](=[CH:13][CH:14]=[CH:15][CH:16]=2)[C:11](=O)[N:10]1[C:19]1[CH:28]=[CH:27][C:26]2[C:21](=[N:22][C:23]([O:29][CH3:30])=[CH:24][CH:25]=2)[N:20]=1.O.C(OCC)(=O)C>CN(C)C=O>[CH3:1][N:2]([CH3:7])[CH2:3][CH2:4][CH2:5][NH:6][CH:11]1[C:12]2[C:17](=[CH:16][CH:15]=[CH:14][CH:13]=2)[C:9](=[O:8])[N:10]1[C:19]1[CH:28]=[CH:27][C:26]2[C:21](=[N:22][C:23]([O:29][CH3:30])=[CH:24][CH:25]=2)[N:20]=1. Solvent: CN(C=O)C (dimethylformamide). Reported procedure: 3-Dimethylaminopropylamine (5.1 g) is added at a temperature in the region of 20° C. to a solution of 3-hydroxy-2-(7-methoxy-1,8-naphthyridin-2-yl)-1-isoindolinone (12.4 g) in anhydrous dimethylformamide (200 cc), and the reaction mixture is heated to reflux for 8 hours. After being cooled, the reaction mixture is poured into a mixture of water (1200 cc) and ethyl acetate (500 cc) and filtered to remove an insoluble product. The aqueous phase is separated after settling has occurred and then ext... The reactants are CN(CCCN)C (3-Dimethylaminopropylamine), OC1N(C(C2=CC=CC=C12)=O)C1=NC2=NC(=CC=C2C=C1)OC (3-hydroxy-2-(7-methoxy-1,8-naphthyridin-2-yl)-1-isoindolinone), O (water), C(C)(=O)OCC (ethyl acetate). Yields the product CN(CCCNC1N(C(C2=CC=CC=C12)=O)C1=NC2=NC(=CC=C2C=C1)OC)C (3-(3-dimethylaminopropylamino)-2-(7-methoxy-1,8-naphthyridin-2-yl)-1-isoindolinone). Isolated yield 32.3%. As a reaction SMILES: [OH:1][CH:2]1[CH2:5][N:4]([C:6]([N:8]2[CH2:13][CH:12]([C:14]3[CH:19]=[CH:18][C:17]([C:20]([F:23])([F:22])[F:21])=[CH:16][CH:15]=3)[CH2:11][CH:10]([C:24]([OH:26])=O)[CH2:9]2)=[O:7])[CH2:3]1.O[N:28]=[C:29]([NH2:31])[CH3:30]>>[OH:1][CH:2]1[CH2:3][N:4]([C:6]([N:8]2[CH2:13][CH:12]([C:14]3[CH:15]=[CH:16][C:17]([C:20]([F:23])([F:21])[F:22])=[CH:18][CH:19]=3)[CH2:11][CH:10]([C:24]3[O:26][N:31]=[C:29]([CH3:30])[N:28]=3)[CH2:9]2)=[O:7])[CH2:5]1. Reactants: OC1CN(C1)C(=O)N1CC(CC(C1)C1=CC=C(C=C1)C(F)(F)F)C(=O)O (1-[(3-Hydroxyazetidin-1-yl)carbonyl]-5-[4-(trifluoromethyl)phenyl]piperidine-3-carboxylic acid), ON=C(C)N (N′-hydroxyethanimidamide). Yields the product OC1CN(C1)C(=O)N1CC(CC(C1)C1=CC=C(C=C1)C(F)(F)F)C1=NC(=NO1)C ((3-Hydroxyazetidin-1-yl) {3-(3-methyl-1,2,4-oxadiazol-5-yl)-5-[4-(trifluoromethyl)phenyl]-piperidin-1-yl}methanone). Procedure details: 100 mg (0.269 mmol) of 1-[(3-hydroxyazetidin-1-yl)carbonyl]-5-[4-(trifluoromethyl)phenyl]piperidine-3-carboxylic acid (Example 101A) and 21.9 mg (0.269 mmol) of N′-hydroxyethanimidamide were reacted according to the General Method 1. Yield: 41.6 mg (32% of theory).